From a dataset of the Open Reaction Database (ORD), a public repository of structured organic reaction records. describe an organic reaction: reactants, conditions, products, and yield The reactants are O=C1CCC(=O)N1Br, C1CCOC1, c1csc(-c2ccc(-c3cccs3)[nH]2)c1. Yields the product Brc1cc(-c2cccs2)[nH]c1-c1cccs1. Reaction SMILES: [Br:16][N:17]1[C:18](=[O:19])[CH2:20][CH2:21][C:22]1=[O:23].[O:24]1[CH2:25][CH2:26][CH2:27][CH2:28]1.[s:1]1[c:2](-[c:6]2[nH:7][c:8](-[c:11]3[s:12][cH:13][cH:14][cH:15]3)[cH:9][cH:10]2)[cH:3][cH:4][cH:5]1>>[s:1]1[c:2](-[c:6]2[nH:7][c:8](-[c:11]3[s:12][cH:13][cH:14][cH:15]3)[c:9]([Br:16])[cH:10]2)[cH:3][cH:4][cH:5]1. Reactants: O=C([O-])[O-], CCC(C)(C)O, Cc1nc(Cl)ccc1C(C)(C)O, [K+], [K+], NC(=O)c1nc(-c2ccc(N3CCOCC3)nc2)sc1N, O=C(C=Cc1ccccc1)C=Cc1ccccc1, O=C(C=Cc1ccccc1)C=Cc1ccccc1, O=C(C=Cc1ccccc1)C=Cc1ccccc1, [Pd], [Pd]. Product: Cc1nc(Nc2sc(-c3ccc(N4CCOCC4)nc3)nc2C(N)=O)ccc1C(C)(C)O. As a reaction SMILES: [C:34](=[O:35])([O-:36])[O-:37].[C:40]([OH:41])([CH2:42][CH3:43])([CH3:44])[CH3:45].[Cl:22][c:23]1[cH:24][cH:25][c:26]([C:30]([CH3:31])([CH3:32])[OH:33])[c:27]([CH3:29])[n:28]1.[K+:38].[K+:39].[NH2:1][c:2]1[c:3]([C:19](=[O:20])[NH2:21])[n:4][c:5](-[c:7]2[cH:8][n:9][c:10]([N:13]3[CH2:14][CH2:15][O:16][CH2:17][CH2:18]3)[cH:11][cH:12]2)[s:6]1.[O:48]=[C:49]([CH:50]=[CH:51][c:52]1[cH:53][cH:54][cH:55][cH:56][cH:57]1)[CH:58]=[CH:59][c:60]1[cH:61][cH:62][cH:63][cH:64][cH:65]1.[O:66]=[C:67]([CH:68]=[CH:69][c:70]1[cH:71][cH:72][cH:73][cH:74][cH:75]1)[CH:76]=[CH:77][c:78]1[cH:79][cH:80][cH:81][cH:82][cH:83]1.[O:84]=[C:85]([CH:86]=[CH:87][c:88]1[cH:89][cH:90][cH:91][cH:92][cH:93]1)[CH:94]=[CH:95][c:96]1[cH:97][cH:98][cH:99][cH:100][cH:101]1.[Pd:46].[Pd:47]>>[NH:1]([c:2]1[c:3]([C:19](=[O:20])[NH2:21])[n:4][c:5](-[c:7]2[cH:8][n:9][c:10]([N:13]3[CH2:14][CH2:15][O:16][CH2:17][CH2:18]3)[cH:11][cH:12]2)[s:6]1)[c:23]1[cH:24][cH:25][c:26]([C:30]([CH3:31])([CH3:32])[OH:33])[c:27]([CH3:29])[n:28]1. Starting materials: Cl.C(C)(=O)OCC (hydrochloric acid ethyl acetate), O1CCN(CC1)CCC1(CCCCC1)CCN1CCC(CC1)N(C(=O)C=1OC=CC1)C1=CC=C(C=C1)C (N-[1-[2-[1-[2-(morpholino)ethyl]cyclohexyl]ethyl]piperidin-4-yl]-N-(p-tolyl)-2-furancarboxamide), C(C)O (Ethanol). Solvent: C(C)(=O)OCC (ethyl acetate). Run at time 10 minute. Product: Cl.Cl.O1CCN(CC1)CCC1(CCCCC1)CCN1CCC(CC1)N(C(=O)C=1OC=CC1)C1=CC=C(C=C1)C (N-[1-[2-[1-[2-(Morpholino)ethyl]cyclohexyl]ethyl]piperidin-4-yl]-N-(p-tolyl)-2-furancarboxamide dihydrochloride), solid. Isolated yield 87.0%. RXN SMILES: [ClH:1].C(OCC)(=O)C.[O:8]1[CH2:13][CH2:12][N:11]([CH2:14][CH2:15][C:16]2([CH2:22][CH2:23][N:24]3[CH2:29][CH2:28][CH:27]([N:30]([C:38]4[CH:43]=[CH:42][C:41]([CH3:44])=[CH:40][CH:39]=4)[C:31]([C:33]4[O:34][CH:35]=[CH:36][CH:37]=4)=[O:32])[CH2:26][CH2:25]3)[CH2:21][CH2:20][CH2:19][CH2:18][CH2:17]2)[CH2:10][CH2:9]1.C(O)C>C(OCC)(=O)C>[ClH:1].[ClH:1].[O:8]1[CH2:9][CH2:10][N:11]([CH2:14][CH2:15][C:16]2([CH2:22][CH2:23][N:24]3[CH2:25][CH2:26][CH:27]([N:30]([C:38]4[CH:43]=[CH:42][C:41]([CH3:44])=[CH:40][CH:39]=4)[C:31]([C:33]4[O:34][CH:35]=[CH:36][CH:37]=4)=[O:32])[CH2:28][CH2:29]3)[CH2:17][CH2:18][CH2:19][CH2:20][CH2:21]2)[CH2:12][CH2:13]1 |f:0.1,5.6.7|. Procedure: After adding a 4N hydrochloric acid/ethyl acetate solution (0.5 mL, 2.0 mmol) to a solution of N-[1-[2-[1-[2-(morpholino)ethyl]cyclohexyl]ethyl]piperidin-4-yl]-N-(p-tolyl)-2-furancarboxamide (283 mg, 0.56 mmol) in ethyl acetate (4 mL), the mixture was stirred at room temperature for 10 minutes (producing a white precipitate). Ethanol (0.5 mL) was added to the reaction mixture (to dissolve the precipitate), and the solution was concentrated under reduced pressure to obtain the title compound as a... Starting materials: CCOC(C)=O, COc1cc(C=C(CCCCl)C(=O)NC2CCc3cc(N4CCOCC4)c(F)cc32)ccc1-n1cnc(C)c1, [H-], [Na+], CN(C)C=O, O. The product is COc1cc(C=C2CCCN(C3CCc4cc(N5CCOCC5)c(F)cc43)C2=O)ccc1-n1cnc(C)c1. As a reaction SMILES: [CH3:43][CH2:44][O:45][C:46](=[O:47])[CH3:48].[F:3][c:4]1[c:5]([N:36]2[CH2:37][CH2:38][O:39][CH2:40][CH2:41]2)[cH:6][c:7]2[c:11]([cH:12]1)[CH:10]([NH:13][C:14]([C:15]([CH2:16][CH2:17][CH2:18][Cl:19])=[CH:20][c:21]1[cH:22][c:23]([O:33][CH3:34])[c:24](-[n:27]3[cH:28][n:29][c:30]([CH3:32])[cH:31]3)[cH:25][cH:26]1)=[O:35])[CH2:9][CH2:8]2.[H-:1].[Na+:2].[O:49]=[CH:50][N:51]([CH3:52])[CH3:53].[OH2:42]>>[F:3][c:4]1[c:5]([N:36]2[CH2:37][CH2:38][O:39][CH2:40][CH2:41]2)[cH:6][c:7]2[c:11]([cH:12]1)[CH:10]([N:13]1[C:14](=[O:35])[C:15](=[CH:20][c:21]3[cH:22][c:23]([O:33][CH3:34])[c:24](-[n:27]4[cH:28][n:29][c:30]([CH3:32])[cH:31]4)[cH:25][cH:26]3)[CH2:16][CH2:17][CH2:18]1)[CH2:9][CH2:8]2.